This data is from the Open Reaction Database (ORD), a public repository of structured organic reaction records. The task is: describe an organic reaction: reactants, conditions, products, and yield Reactants: O=C([O-])[O-], CS(C)=O, BrC1CCCC1, [K+], [K+], O, COc1ccc(CC2CNC(=O)N2)cc1O. The product is COc1ccc(CC2CNC(=O)N2)cc1OC1CCCC1. Reaction SMILES: [C:17](=[O:18])([O-:19])[O-:20].[CH3:30][S:31]([CH3:32])=[O:33].[CH:23]1([Br:28])[CH2:24][CH2:25][CH2:26][CH2:27]1.[K+:21].[K+:22].[OH2:29].[OH:1][c:2]1[cH:3][c:4]([CH2:10][CH:11]2[NH:12][C:13](=[O:16])[NH:14][CH2:15]2)[cH:5][cH:6][c:7]1[O:8][CH3:9]>>[O:1]([c:2]1[cH:3][c:4]([CH2:10][CH:11]2[NH:12][C:13](=[O:16])[NH:14][CH2:15]2)[cH:5][cH:6][c:7]1[O:8][CH3:9])[CH:23]1[CH2:24][CH2:25][CH2:26][CH2:27]1.